describe an organic reaction: reactants, conditions, products, and yield From a dataset of the Open Reaction Database (ORD), a public repository of structured organic reaction records. Procedure: 4.7 g of 2-bromo-4'-chloro-3'-sulfamoylacetophenone and 2.19 g of 1-sec.-butyl-3-methylthiourea were reacted according to the prescription given in Example 23 and the crystals were filtered off. RXN SMILES: [Br:1][CH2:2][C:3]([C:5]1[CH:10]=[CH:9][C:8]([Cl:11])=[C:7]([S:12](=[O:15])(=[O:14])[NH2:13])[CH:6]=1)=[O:4].[CH:16]([NH:20][C:21]([NH:23][CH3:24])=[S:22])([CH2:18][CH3:19])[CH3:17]>>[BrH:1].[CH:16]([N:20]=[C:21]1[N:23]([CH3:24])[C:3]([C:5]2[CH:10]=[CH:9][C:8]([Cl:11])=[C:7]([S:12](=[O:15])(=[O:14])[NH2:13])[CH:6]=2)([OH:4])[CH2:2][S:22]1)([CH2:18][CH3:19])[CH3:17] |f:2.3|. Product: Br.C(C)(CC)N=C1SCC(N1C)(O)C1=CC(=C(C=C1)Cl)S(N)(=O)=O (2-sec.-Butylimino-4-(4-chloro-3-sulfamoylphenyl)-3-methyl-1,3-thiazolidine-4-ol-hydrobromide). Starting materials: BrCC(=O)C1=CC(=C(C=C1)Cl)S(N)(=O)=O (2-bromo-4'-chloro-3'-sulfamoylacetophenone), C(C)(CC)NC(=S)NC (1-sec.-butyl-3-methylthiourea). The product is O=C(NC1CCC(CNc2cccc(F)c2)CC1)c1cc(C(F)(F)F)ccc1Cl. Reaction SMILES: [C:31]([O:32][BH-:33]([O:34][C:35](=[O:36])[CH3:37])[O:38][C:39](=[O:40])[CH3:41])(=[O:42])[CH3:43].[Cl:1][c:2]1[c:3]([C:4](=[O:5])[NH:6][CH:7]2[CH2:8][CH2:9][CH:10]([CH:13]=[O:14])[CH2:11][CH2:12]2)[cH:15][c:16]([C:19]([F:20])([F:21])[F:22])[cH:17][cH:18]1.[Cl:47][CH2:48][Cl:49].[NH2:23][c:24]1[cH:25][cH:26][cH:27][c:28]([F:29])[cH:30]1.[Na+:44].[Na+:46].[OH-:45]>>[Cl:1][c:2]1[c:3]([C:4](=[O:5])[NH:6][CH:7]2[CH2:8][CH2:9][CH:10]([CH2:13][NH:23][c:24]3[cH:25][cH:26][cH:27][c:28]([F:29])[cH:30]3)[CH2:11][CH2:12]2)[cH:15][c:16]([C:19]([F:20])([F:21])[F:22])[cH:17][cH:18]1. Starting materials: CC(=O)O[BH-](OC(C)=O)OC(C)=O, O=CC1CCC(NC(=O)c2cc(C(F)(F)F)ccc2Cl)CC1, ClCCl, Nc1cccc(F)c1, [Na+], [Na+], [OH-].